Dataset: the Open Reaction Database (ORD), a public repository of structured organic reaction records. Task: describe an organic reaction: reactants, conditions, products, and yield Starting materials: BrC1=NC=C(C=C1)[N+](=O)[O-] (2-bromo-5-nitropyridine), C(C)(C)(C)OC(=O)N1CCC(=CC1)B1OC(C)(C)C(C)(C)O1 (N-tert-butoxycarbonyl-1,2,3,6-tetrahydropyridine-4-boronic acid pinacol ester), C([O-])([O-])=O.[K+].[K+] (potassium carbonate), PdCl2dppf. Run in C1(=CC=CC=C1)C (toluene), C(C)O (ethanol). Run at temperature 100 celsius. The product is C(C)(C)(C)OC(=O)N1CCC(=CC1)C1=NC=C(C=C1)[N+](=O)[O-] (5-nitro-3′,6′-dihydro-2′H-[2,4′]bipyridinyl-1′-carboxylic acid tert-butyl ester). Yield: 53.3%. As a reaction SMILES: Br[C:2]1[CH:7]=[CH:6][C:5]([N+:8]([O-:10])=[O:9])=[CH:4][N:3]=1.[C:11]([O:15][C:16]([N:18]1[CH2:23][CH:22]=[C:21](B2OC(C)(C)C(C)(C)O2)[CH2:20][CH2:19]1)=[O:17])([CH3:14])([CH3:13])[CH3:12].C(=O)([O-])[O-].[K+].[K+]>C1(C)C=CC=CC=1.C(O)C>[C:11]([O:15][C:16]([N:18]1[CH2:19][CH:20]=[C:21]([C:2]2[CH:7]=[CH:6][C:5]([N+:8]([O-:10])=[O:9])=[CH:4][N:3]=2)[CH2:22][CH2:23]1)=[O:17])([CH3:14])([CH3:12])[CH3:13] |f:2.3.4|. Procedure: To a mixture of 2-bromo-5-nitropyridine (0.5 g, 2.46 mmol) and N-tert-butoxycarbonyl-1,2,3,6-tetrahydropyridine-4-boronic acid pinacol ester (0.913 g, 2.95 mmol) in toluene (4 mL) and ethanol (1.0 mL) was added potassium carbonate solution (2M, 2 mL) and PdCl2dppf (180 mg, 0.246 mmol). The mixture was degassed with argon and heated to 100° C. in a microwave for 40 minutes with stirring. The solvents were evaporated and the residue was extracted with ethyl acetate. After evaporation of the solven...